This data is from the Open Reaction Database (ORD), a public repository of structured organic reaction records. The task is: describe an organic reaction: reactants, conditions, products, and yield The product is NC=1C=CC(=C(C1)NC(C)=O)CC1=NC=2N(C(N(C(C2N1)=O)CC1=C(C=CC=C1)F)=O)CCCC (N-{5-Amino-2-[3-butyl-1-(2-fluorobenzyl)-2,6-dioxo-2,3,6,7-tetrahydro-1H-purin-8-ylmethyl]-phenyl}-acetamide). Reaction SMILES: [C:1]([NH:4][C:5]1[CH:6]=[C:7]([NH:35]C(=O)C)[CH:8]=[CH:9][C:10]=1[CH2:11][C:12]1[NH:20][C:19]2[C:18](=[O:21])[N:17]([CH2:22][C:23]3[CH:28]=[CH:27][CH:26]=[CH:25][C:24]=3[F:29])[C:16](=[O:30])[N:15]([CH2:31][CH2:32][CH2:33][CH3:34])[C:14]=2[N:13]=1)(=[O:3])[CH3:2].[OH-].[K+]>>[NH2:35][C:7]1[CH:8]=[CH:9][C:10]([CH2:11][C:12]2[NH:20][C:19]3[C:18](=[O:21])[N:17]([CH2:22][C:23]4[CH:28]=[CH:27][CH:26]=[CH:25][C:24]=4[F:29])[C:16](=[O:30])[N:15]([CH2:31][CH2:32][CH2:33][CH3:34])[C:14]=3[N:13]=2)=[C:5]([NH:4][C:1](=[O:3])[CH3:2])[CH:6]=1 |f:1.2|. Procedure details: Prepared from N-{3-acetylamino-4-[3-butyl-1-(2-fluorobenzyl)-2,6-dioxo-2,3,6,7-tetrahydro-1H-purin-8-ylmethyl]-phenyl}-acetamide by refluxing with 20% aqueous potassium hydroxide. The product was purified by chromatography using silica eluted with 92:8 chloroform/methanol. MS, m/z(M+)=478.2132. The reactants are C(C)(=O)NC=1C=C(C=CC1CC1=NC=2N(C(N(C(C2N1)=O)CC1=C(C=CC=C1)F)=O)CCCC)NC(C)=O (N-{3-acetylamino-4-[3-butyl-1-(2-fluorobenzyl)-2,6-dioxo-2,3,6,7-tetrahydro-1H-purin-8-ylmethyl]-phenyl}-acetamide), [OH-].[K+] (potassium hydroxide). Starting materials: C(O)([O-])=O.[Na+] (sodium hydrogen carbonate), NC1=NC=C(C=C1)C (2-Amino-5-methylpyridine), Cl (hydrochloric acid), O=C1N(CCOC1)[C@@H]1CC[C@H](CC1)C(=O)NC1=C(OC=2C1=NC=CC2)C(=O)OC (methyl 3-({[trans-4-(3-oxomorpholin-4-yl)cyclohexyl]carbonyl}amino)furo[3,2-b]pyridine-2-carboxylate). Solvent: C(Cl)(Cl)Cl (chloroform). Run at time 0.5 hour. Product: CC=1C=CC(=NC1)NC(=O)C1=C(C2=NC=CC=C2O1)NC(=O)[C@@H]1CC[C@H](CC1)N1C(COCC1)=O (N-(5-methylpyridine-2-yl)-3-({[trans-4-(3-oxomorpholin-4-yl)cyclohexyl]carbonyl}amino)furo[3,2-b]pyridine-2-carboxamide). Yield: 61.6%. RXN SMILES: [NH2:1][C:2]1[CH:7]=[CH:6][C:5]([CH3:8])=[CH:4][N:3]=1.[O:9]=[C:10]1[CH2:15][O:14][CH2:13][CH2:12][N:11]1[C@H:16]1[CH2:21][CH2:20][C@H:19]([C:22]([NH:24][C:25]2[C:29]3=[N:30][CH:31]=[CH:32][CH:33]=[C:28]3[O:27][C:26]=2[C:34](OC)=[O:35])=[O:23])[CH2:18][CH2:17]1.Cl.C(=O)([O-])O.[Na+]>C(Cl)(Cl)Cl>[CH3:8][C:5]1[CH:6]=[CH:7][C:2]([NH:1][C:34]([C:26]2[O:27][C:28]3[C:29](=[N:30][CH:31]=[CH:32][CH:33]=3)[C:25]=2[NH:24][C:22]([C@H:19]2[CH2:20][CH2:21][C@H:16]([N:11]3[CH2:12][CH2:13][O:14][CH2:15][C:10]3=[O:9])[CH2:17][CH2:18]2)=[O:23])=[O:35])=[N:3][CH:4]=1 |f:3.4|. Reported procedure: 2-Amino-5-methylpyridine (81 mg) is dissolved in chloroform (5 ml). After adding 0.98 M trimethyl alminum-hexane solution (763 μl) under ice-cooling, the reaction solution is stirred under ice-cooling for 10 minutes, and then at room temperature for 0.5 hours. To the resulting reaction solution is added methyl 3-({[trans-4-(3-oxomorpholin-4-yl)cyclohexyl]carbonyl}amino)furo[3,2-b]pyridine-2-carboxylate (150 mg) obtained in Reference Example 79, and the mixture is stirred at room temperature for ... Reactants: ClC=1C=C(C=CC1SC)C1=COC2=C1C=C(C=C2)C2=NN=C(O2)N (5-[3-[3-chloro-4-(methylthio)phenyl]-1-benzofuran-5-yl]-1,3,4-oxadiazol-2-amine), CN(C=O)C (N,N-dimethylformamide). Product: ClC=1C=C(C=CC1S(=O)C)C1=COC2=C1C=C(C=C2)C2=NN=C(O2)N (5-[3-[3-chloro-4-(methylsulfinyl)phenyl]-1-benzofuran-5-yl]-1,3,4-oxadiazol-2-amine). The yield is 84.0%. Reaction SMILES: [Cl:1][C:2]1[CH:3]=[C:4]([C:10]2[C:14]3[CH:15]=[C:16]([C:19]4[O:23][C:22]([NH2:24])=[N:21][N:20]=4)[CH:17]=[CH:18][C:13]=3[O:12][CH:11]=2)[CH:5]=[CH:6][C:7]=1[S:8][CH3:9].CN(C)C=[O:28]>>[Cl:1][C:2]1[CH:3]=[C:4]([C:10]2[C:14]3[CH:15]=[C:16]([C:19]4[O:23][C:22]([NH2:24])=[N:21][N:20]=4)[CH:17]=[CH:18][C:13]=3[O:12][CH:11]=2)[CH:5]=[CH:6][C:7]=1[S:8]([CH3:9])=[O:28]. Procedure: In the same manner as in Example 140 and using 5-[3-[3-chloro-4-(methylthio)phenyl]-1-benzofuran-5-yl]-1,3,4-oxadiazol-2-amine instead of 2-methyl-5-[3-[4-(methylthio)phenyl]-1-benzofuran-5-yl]-1,3,4-oxadiazole and using N,N-dimethylformamide instead of dichloromethane, the title compound (yield 84%) was obtained as colorless crystals. Reactants: C[N+]1([O-])CCOCC1, Cc1nn(C)cc1CO. Product: Cc1nn(C)cc1C=O. Reaction SMILES: [CH3:10][N+:11]1([O-:12])[CH2:13][CH2:14][O:15][CH2:16][CH2:17]1.[CH3:1][n:2]1[n:3][c:4]([CH3:9])[c:5]([CH2:7][OH:8])[cH:6]1>>[CH3:1][n:2]1[n:3][c:4]([CH3:9])[c:5]([CH:7]=[O:8])[cH:6]1. The reactants are C(C1=CC=CC=C1)(=O)C=1SC=CC1 (2-Benzoylthiophene), C(CO)O (ethylene glycol), C1(=CC=CC=C1)C (toluene), C(CO)O (ethylene glycol). The reagents and catalysts are C1(=CC=C(C=C1)S(=O)(=O)O)C (p-toluenesulfonic acid). Conditions: time 35 hour. Product: C1(=CC=CC=C1)C1(OCCO1)C=1SC=CC1 (2-phenyl-2-(2-thienyl)-1,3-dioxolane). As a reaction SMILES: [C:1]([C:9]1[S:10][CH:11]=[CH:12][CH:13]=1)(=[O:8])[C:2]1[CH:7]=[CH:6][CH:5]=[CH:4][CH:3]=1.C1(C)C=CC=CC=1.[CH2:21](O)[CH2:22][OH:23]>C1(C)C=CC(S(O)(=O)=O)=CC=1>[C:2]1([C:1]2([C:9]3[S:10][CH:11]=[CH:12][CH:13]=3)[O:23][CH2:22][CH2:21][O:8]2)[CH:3]=[CH:4][CH:5]=[CH:6][CH:7]=1. Procedure: 2-Benzoylthiophene (19 g., 0.1 mole), ethylene glycol (11 ml., 0.2 mole), toluene (150 ml.) and p-toluenesulfonic acid (about 0.2 g.) were combined and refluxed for 6 hours. By-product water was collected in a Dean-Stark trap. Tlc (1:8 ethyl acetate:hexane) indicated reaction to be about 40% complete. More ethylene glycol (30 ml.) was added and reflux continued for 35 hours. Reaction was still incomplete. The reaction mixture was diluted with 200 ml. of ether, washed twice with 150 ml. portions ... Reactants: O=C=O, CC(C)CCOc1cc(C(=O)O)cc([N+](=O)[O-])c1, CO, [Na+], [OH-], O=S(Cl)Cl. Yields the product COC(=O)c1cc(OCCC(C)C)cc([N+](=O)[O-])c1. As a reaction SMILES: [C:3](=[O:4])=[O:5].[CH2:6]([CH2:7][CH:8]([CH3:9])[CH3:10])[O:11][c:12]1[cH:13][c:14]([C:15](=[O:16])[OH:17])[cH:18][c:19]([N+:21](=[O:22])[O-:23])[cH:20]1.[CH3:28][OH:29].[Na+:2].[OH-:1].[S:24]([Cl:25])([Cl:26])=[O:27]>>[CH3:3][O:17][C:15]([c:14]1[cH:13][c:12]([O:11][CH2:6][CH2:7][CH:8]([CH3:9])[CH3:10])[cH:20][c:19]([N+:21](=[O:22])[O-:23])[cH:18]1)=[O:16].